From a dataset of the Open Reaction Database (ORD), a public repository of structured organic reaction records. describe an organic reaction: reactants, conditions, products, and yield Reactants: [Al+3], CCS, [Cl-], [Cl-], [Cl-], CC(C)(C)Sc1c(CC(C)(C)C(=O)O)n(Cc2ccc(Cl)cc2)c2ccc(OCc3ccc4ccccc4n3)cc12, ClCCl, Cl. Product: CC(C)(Cc1cc2cc(OCc3ccc4ccccc4n3)ccc2n1Cc1ccc(Cl)cc1)C(=O)O. RXN SMILES: [Al+3:46].[CH2:42]([SH:43])[CH3:44].[Cl-:45].[Cl-:47].[Cl-:48].[Cl:1][c:2]1[cH:3][cH:4][c:5]([CH2:6][n:7]2[c:8]([CH2:33][C:34]([C:35](=[O:36])[OH:37])([CH3:38])[CH3:39])[c:9]([S:28][C:29]([CH3:30])([CH3:31])[CH3:32])[c:10]3[cH:11][c:12]([O:16][CH2:17][c:18]4[n:19][c:20]5[cH:21][cH:22][cH:23][cH:24][c:25]5[cH:26][cH:27]4)[cH:13][cH:14][c:15]23)[cH:40][cH:41]1.[Cl:50][CH2:51][Cl:52].[ClH:49]>>[Cl:1][c:2]1[cH:3][cH:4][c:5]([CH2:6][n:7]2[c:8]([CH2:33][C:34]([C:35](=[O:36])[OH:37])([CH3:38])[CH3:39])[cH:9][c:10]3[cH:11][c:12]([O:16][CH2:17][c:18]4[n:19][c:20]5[cH:21][cH:22][cH:23][cH:24][c:25]5[cH:26][cH:27]4)[cH:13][cH:14][c:15]23)[cH:40][cH:41]1. Reactants: O=C1CCC(=O)N1Br, ClCCl, CS(=O)(=O)c1ccc(C(CC2CCC(=O)CC2)C(=O)O)cc1Cl, Cc1cnc(N)cn1, c1ccc(P(c2ccccc2)c2ccccc2)cc1, Cc1cccc(C)n1. Yields the product Cc1cnc(NC(=O)C(CC2CCC(=O)CC2)c2ccc(S(C)(=O)=O)c(Cl)c2)cn1. RXN SMILES: [Br:43][N:44]1[C:45](=[O:46])[CH2:47][CH2:48][C:49]1=[O:50].[CH2:67]([Cl:68])[Cl:69].[Cl:1][c:2]1[cH:3][c:4]([CH:12]([C:13](=[O:14])[OH:15])[CH2:16][CH:17]2[CH2:18][CH2:19][C:20](=[O:23])[CH2:21][CH2:22]2)[cH:5][cH:6][c:7]1[S:8](=[O:9])(=[O:10])[CH3:11].[NH2:51][c:52]1[n:53][cH:54][c:55]([CH3:58])[n:56][cH:57]1.[c:24]1([P:25]([c:26]2[cH:27][cH:28][cH:29][cH:30][cH:31]2)[c:32]2[cH:33][cH:34][cH:35][cH:36][cH:37]2)[cH:38][cH:39][cH:40][cH:41][cH:42]1.[n:59]1[c:60]([CH3:61])[cH:62][cH:63][cH:64][c:65]1[CH3:66]>>[Cl:1][c:2]1[cH:3][c:4]([CH:12]([C:13](=[O:14])[NH:51][c:52]2[n:53][cH:54][c:55]([CH3:58])[n:56][cH:57]2)[CH2:16][CH:17]2[CH2:18][CH2:19][C:20](=[O:23])[CH2:21][CH2:22]2)[cH:5][cH:6][c:7]1[S:8](=[O:9])(=[O:10])[CH3:11]. The reactants are O.NN (Hydrazine hydrate), FeCl3.6H2O, C (charcoal), [N+](=O)([O-])C1=CC=C(CN2C(CCC2)C(C)O)C=C1 (1-[1-(4-Nitro-benzyl)-pyrrolidin-2-yl]-ethanol). The solvent is CO (MeOH). Conditions: time 3 hour. Yields the product NC1=CC=C(CN2C(CCC2)C(C)O)C=C1 (1-[1-(4-Amino-benzyl)-pyrrolidin-2-yl]-ethanol). Reaction SMILES: [N+:1]([C:4]1[CH:18]=[CH:17][C:7]([CH2:8][N:9]2[CH2:13][CH2:12][CH2:11][CH:10]2[CH:14]([OH:16])[CH3:15])=[CH:6][CH:5]=1)([O-])=O.C.O.NN>CO>[NH2:1][C:4]1[CH:5]=[CH:6][C:7]([CH2:8][N:9]2[CH2:13][CH2:12][CH2:11][CH:10]2[CH:14]([OH:16])[CH3:15])=[CH:17][CH:18]=1 |f:2.3|. Procedure details: 1-[1-(4-Nitro-benzyl)-pyrrolidin-2-yl]-ethanol (370 mg, 1.48 mmol) is dissolved in MeOH (15 mL), to this solution is added FeCl3.6H2O (30 mg, 0.11 mmol) and active charcoal (15 mg, 1.2 mmol). The suspension is heated to reflux. Hydrazine hydrate (1.0 mL) is added, and reflux is continued for 3 h. After the mixture is cooled to room temperature, the active charcoal is filtered off through Celite, and the MeOH is removed under reduced pressure. The residue (200 mg, 61%) is directly used in the nex... Starting materials: CC(CCC)OC1=CC=C(OCCO)C=C1 (2-[4-(1-methyl-n-butoxy)phenoxy]ethanol), [H-].[Na+] (sodium hydride), ClC1=NC=CC=C1 (2-chloropyridine). Run in CN(C)C=O (DMF), CN(C)C=O (DMF). The product is CC(CCC)OC1=CC=C(OCCOC2=NC=CC=C2)C=C1 (2-{2-[4-(1-methyl-n-butoxy)phenoxy]ethoxy}pyridine). RXN SMILES: [CH3:1][CH:2]([O:6][C:7]1[CH:16]=[CH:15][C:10]([O:11][CH2:12][CH2:13][OH:14])=[CH:9][CH:8]=1)[CH2:3][CH2:4][CH3:5].[H-].[Na+].Cl[C:20]1[CH:25]=[CH:24][CH:23]=[CH:22][N:21]=1>CN(C=O)C>[CH3:1][CH:2]([O:6][C:7]1[CH:8]=[CH:9][C:10]([O:11][CH2:12][CH2:13][O:14][C:20]2[CH:25]=[CH:24][CH:23]=[CH:22][N:21]=2)=[CH:15][CH:16]=1)[CH2:3][CH2:4][CH3:5] |f:1.2|. Procedure details: Following the procedure of Example 1, 2-[4-(1-methyl-n-butoxy)phenoxy]ethanol (0.80 g, 3.6 mmol) in 5 ml of DMF is added to sodium hydride (0.26 g, 5.3 mmol) in 5 ml of DMF, followed by addition of 2-chloropyridine (0.50 g, 5.3 mmol) to give 2-{2-[4-(1-methyl-n-butoxy)phenoxy]ethoxy}pyridine. Reactants: O=C([O-])[O-], CCc1cc2c(c(C(F)(F)F)c1)C(=O)OC2O, Cl, CCI, [K+], [K+], CN(C)C=O. Yields the product CCOC(=O)c1c(C=O)cc(CC)cc1C(F)(F)F. RXN SMILES: [C:18](=[O:19])([O-:20])[O-:21].[CH2:1]([CH3:2])[c:3]1[cH:4][c:5]2[c:9]([c:10]([C:12]([F:13])([F:14])[F:15])[cH:11]1)[C:8](=[O:16])[O:7][CH:6]2[OH:17].[ClH:32].[I:24][CH2:25][CH3:26].[K+:22].[K+:23].[O:27]=[CH:28][N:29]([CH3:30])[CH3:31]>>[CH2:1]([CH3:2])[c:3]1[cH:4][c:5]([CH:6]=[O:17])[c:9]([C:8]([O:7][CH2:25][CH3:26])=[O:16])[c:10]([C:12]([F:13])([F:14])[F:15])[cH:11]1. Reactants: ClC1=C(C=CC=C1Cl)C(C)N ((RS)-1-(2,3-dichlorophenyl)ethylamine), C([C@@H](O)C1=CC=CC=C1)(=O)O (L-mandelic acid), [OH-].[Na+] (sodium hydroxide). Run in C(C)(C)(C)OC (methyl t-butyl ether), C(C)(C)(C)OC (methyl t-butyl ether). Run at temperature 45 celsius, time 30 minute. Product: ClC1=C(C=CC=C1Cl)[C@@H](C)N ((R)-1-(2,3-dichlorophenyl)ethylamine). Yield: 40.0%. As a reaction SMILES: [Cl:1][C:2]1[C:7]([Cl:8])=[CH:6][CH:5]=[CH:4][C:3]=1[CH:9]([NH2:11])[CH3:10].C(O)(=O)[C@H](C1C=CC=CC=1)O.[OH-].[Na+]>C(OC)(C)(C)C>[Cl:1][C:2]1[C:7]([Cl:8])=[CH:6][CH:5]=[CH:4][C:3]=1[C@H:9]([NH2:11])[CH3:10] |f:2.3|. Reported procedure: A solution consisting of 10 g of (RS)-1-(2,3-dichlorophenyl)ethylamine and 30 g of methyl t-butyl ether was heated to 45° C. while stirring, and a mixture of 3.6 g of L-mandelic acid and 30 g of methyl t-butyl ether was added thereto over about 30 minutes, followed by stirring at the see temperature for 30 minutes. Then, after cooled to 20° C. over 6 hours, the precipitated crystals were filtered, washed twice with 20 g of methyl t-butyl ether and dried to obtain 7.2 g of diastereomer salt. 21 g...